describe an organic reaction: reactants, conditions, products, and yield From a dataset of the Open Reaction Database (ORD), a public repository of structured organic reaction records. The reactants are ClCC1=C2C(=NC=C1)N(C(=C2)C2=CN(C=1C2=NC(=C(C1)OC)OC)C)S(=O)(=O)C1=CC=C(C=C1)C (3-[4-chloromethyl-1-(toluene-4-sulfonyl)-1H-pyrrolo[2,3-b]pyridin-2-yl]-5,6-dimethoxy-1-methyl-1H-pyrrolo[3,2-b]pyridine), C(C)(C)(C)OC(CN)=O (glycine tert-butyl ester). The product is COC1=C(C=C2C(=N1)C(=CN2C)C2=CC=1C(=NC=CC1CNCC(=O)OC(C)(C)C)N2S(=O)(=O)C2=CC=C(C=C2)C)OC (tert-butyl {[2-(5,6-dimethoxy-1-methyl-1H-pyrrolo[3,2-b]pyridin-3-yl)-1-(toluene-4-sulfonyl)-1H-pyrrolo[2,3-b]pyridin-4-ylmethyl]amino}-acetate). The yield is 48.9%. RXN SMILES: Cl[CH2:2][C:3]1[CH:8]=[CH:7][N:6]=[C:5]2[N:9]([S:26]([C:29]3[CH:34]=[CH:33][C:32]([CH3:35])=[CH:31][CH:30]=3)(=[O:28])=[O:27])[C:10]([C:12]3[C:16]4=[N:17][C:18]([O:23][CH3:24])=[C:19]([O:21][CH3:22])[CH:20]=[C:15]4[N:14]([CH3:25])[CH:13]=3)=[CH:11][C:4]=12.[C:36]([O:40][C:41](=[O:44])[CH2:42][NH2:43])([CH3:39])([CH3:38])[CH3:37]>>[CH3:24][O:23][C:18]1[N:17]=[C:16]2[C:12]([C:10]3[N:9]([S:26]([C:29]4[CH:34]=[CH:33][C:32]([CH3:35])=[CH:31][CH:30]=4)(=[O:27])=[O:28])[C:5]4=[N:6][CH:7]=[CH:8][C:3]([CH2:2][NH:43][CH2:42][C:41]([O:40][C:36]([CH3:39])([CH3:38])[CH3:37])=[O:44])=[C:4]4[CH:11]=3)=[CH:13][N:14]([CH3:25])[C:15]2=[CH:20][C:19]=1[O:21][CH3:22]. Procedure: The product is prepared by following the procedure described in example 52c, starting with 0.3 g of 3-[4-chloromethyl-1-(toluene-4-sulfonyl)-1H-pyrrolo[2,3-b]pyridin-2-yl]-5,6-dimethoxy-1-methyl-1H-pyrrolo[3,2-b]pyridine and 0.193 g of glycine tert-butyl ester instead of the N-Boc-ethylenediamine used in example 52c. 0.174 g of tert-butyl {[2-(5,6-dimethoxy-1-methyl-1H-pyrrolo[3,2-b]pyridin-3-yl)-1-(toluene-4-sulfonyl)-1H-pyrrolo[2,3-b]pyridin-4-ylmethyl]amino}-acetate is obtained with the follo... Reactants: 85.6, CC1CN(CCC1=O)C(=O)OC (methyl 3-methyl-4-oxo-1-piperidinecarboxylate), CC1=CC=C(C=C1)S(=O)(=O)O (4-methylbenzenesulfonic acid), [H][H] (hydrogen), C1(=CC=CC=C1)CN (benzenemethanamine). Reagents/catalysts: [Pd] (palladium-on-charcoal). Solvent: CO (methanol). Run at time 5 minute. Yields the product NC1C(CN(CC1)C(=O)OC)C (methyl 4-amino-3-methyl-1-piperidinecarboxylate). Reaction SMILES: [CH3:1][CH:2]1[C:7](=O)[CH2:6][CH2:5][N:4]([C:9]([O:11][CH3:12])=[O:10])[CH2:3]1.C1(C[NH2:20])C=CC=CC=1.CC1C=CC(S(O)(=O)=O)=CC=1.[H][H]>[Pd].CO>[NH2:20][CH:7]1[CH2:6][CH2:5][N:4]([C:9]([O:11][CH3:12])=[O:10])[CH2:3][CH:2]1[CH3:1]. Reported procedure: To a stirred mixture of 85.6 parts of methyl 3-methyl-4-oxo-1-piperidinecarboxylate and 240 parts of methanol are added 54.6 parts of benzenemethanamine (exothermic reaction). After stirring for 5 minutes, there are added 0.2 parts of 4-methylbenzenesulfonic acid and the whole is hydrogenated at normal pressure and at normal temperature with 10 parts of palladium-on-charcoal catalyst 10%. After the calculated amount of hydrogen is taken up, (about 20 hours), the catalyst is filtered off and the ... Isolated yield 62.9%. Run in CN(C)C=O (DMF), CN(C)C=O (DMF). The product is BrC1=CN(C2=CC=CC=C12)CC1=CC=C(C=C1)CC (3-Bromo-1-(4-ethylbenzy)-1H-indole). Conditions: time 2 hour. As a reaction SMILES: [CH2:1]([C:3]1[CH:18]=[CH:17][C:6]([CH2:7][N:8]2[C:16]3[C:11](=[CH:12][CH:13]=[CH:14][CH:15]=3)[CH:10]=[CH:9]2)=[CH:5][CH:4]=1)[CH3:2].[Br:19]Br.S(OS(O)=O)(O)=O.[Na]>CN(C=O)C>[Br:19][C:10]1[C:11]2[C:16](=[CH:15][CH:14]=[CH:13][CH:12]=2)[N:8]([CH2:7][C:6]2[CH:17]=[CH:18][C:3]([CH2:1][CH3:2])=[CH:4][CH:5]=2)[CH:9]=1 |f:2.3,^1:27|. Procedure details: A solution of 1-(4-ethylbenzyl)-1H-indole (2.0 g, 8.50 mmol) in DMF (20 mL) was added dropwise to a solution of bromine (0.46 mL, 8.93 mmol) in DMF (20 mL) at room temperature. The reaction mixture was stirred for two hours, and then poured into an ice-cooled sodium pyrosulfurous acid aqueous solution. The resulting mixture was extracted with ethyl acetate, and the organic layer was washed with a saturated sodium hydrogencarbonate aqueous solution and a saturated sodium chloride aqueous solution... The reactants are C(C)C1=CC=C(CN2C=CC3=CC=CC=C23)C=C1 (1-(4-ethylbenzyl)-1H-indole), BrBr (bromine), S(=O)(O)OS(=O)O.[Na] (sodium pyrosulfurous acid), ice.